This data is from the Open Reaction Database (ORD), a public repository of structured organic reaction records. The task is: describe an organic reaction: reactants, conditions, products, and yield Reaction SMILES: C([O:5][C:6](=[O:30])[CH2:7][O:8][C:9]1[CH:14]=[CH:13][C:12]([S:15][CH2:16][C:17]#[C:18][C:19]2[CH:24]=[CH:23][C:22]([C:25]([F:28])([F:27])[F:26])=[CH:21][CH:20]=2)=[CH:11][C:10]=1[CH3:29])(C)(C)C.C(O)(C(F)(F)F)=O>ClCCl>[CH3:29][C:10]1[CH:11]=[C:12]([S:15][CH2:16][C:17]#[C:18][C:19]2[CH:20]=[CH:21][C:22]([C:25]([F:27])([F:26])[F:28])=[CH:23][CH:24]=2)[CH:13]=[CH:14][C:9]=1[O:8][CH2:7][C:6]([OH:30])=[O:5]. Reported procedure: A solution of 75 mg (1.7 mmol) of the above prepared {2-methyl-4-[3-(4-trifluoromethyl-phenyl)-prop-2-ynylsulfanyl]-phenoxy}-acetic acid tert-butyl ester in 2 ml dichloromethane was treated at 0° C. with 0.4 ml TFA and stirred at RT for 3 h. The reaction was evaporated, dissolved in toluene and evaporated again (two times). Purification by flash chromatography on SiO2 with a gradient of CH2Cl2/MeOH (98:2 to 9:1) yielded 30 mg of the title compound as white crystals, mp. 130-131° C. The product is CC1=C(OCC(=O)O)C=CC(=C1)SCC#CC1=CC=C(C=C1)C(F)(F)F ({2-Methyl-4-[3-(4-trifluoromethyl-phenyl)-prop-2-ynylsulfanyl]-phenoxy}-acetic acid). Starting materials: C(C)(C)(C)OC(COC1=C(C=C(C=C1)SCC#CC1=CC=C(C=C1)C(F)(F)F)C)=O ({2-methyl-4-[3-(4-trifluoromethyl-phenyl)-prop-2-ynylsulfanyl]-phenoxy}-acetic acid tert-butyl ester), C(=O)(C(F)(F)F)O (TFA). Run at time 3 hour. Run in ClCCl (dichloromethane).